describe an organic reaction: reactants, conditions, products, and yield From a dataset of the Open Reaction Database (ORD), a public repository of structured organic reaction records. Starting materials: FC(C(=O)N1CCC(=CC1)C1=CN=C(S1)C=1C=CC2=C(CC3CCC(C2)C32NS(N(C2)CC(F)(F)F)(=O)=O)C1)(F)F (2′,3′,4′,5,5′,6,7,8,9,10-Decahydro-2-(5-(1-trifluoroacetyl-1,2,3,6-tetrahydropyridin-4-yl)-thiazol-2-yl)-5′-(2,2,2-trifluoroethyl)-spiro[6,9-methanobenzocyclooctene-11,3′-[1,2,5]thiadiazole] 1′,1′-dioxide), [H][H] (hydrogen). Reagents/catalysts: [Pd] (palladium on carbon). Solvent: C(C)(=O)OCC (ethyl acetate). Yields the product FC(C(=O)N1CCC(CC1)C1=CN=C(S1)C=1C=CC2=C(CC3CCC(C2)C32NS(N(C2)CC(F)(F)F)(=O)=O)C1)(F)F (2′,3′,4′,5,5′,6,7,8,9,10-Decahydro-2-(5-(1-trifluoroacetylpiperidin-4-yl)-thiazol-2-yl)-5′-(2,2,2-trifluoroethyl)-spiro[6,9-methanobenzocyclooctene-11,3′-[1,2,5]thiadiazole] 1′,1′-dioxide). Isolated yield 99.7%. Reaction SMILES: [F:1][C:2]([F:41])([F:40])[C:3]([N:5]1[CH2:10][CH:9]=[C:8]([C:11]2[S:15][C:14]([C:16]3[CH:17]=[CH:18][C:19]4[CH2:26][CH:25]5[C:27]6([CH2:31][N:30]([CH2:32][C:33]([F:36])([F:35])[F:34])[S:29](=[O:38])(=[O:37])[NH:28]6)[CH:22]([CH2:23][CH2:24]5)[CH2:21][C:20]=4[CH:39]=3)=[N:13][CH:12]=2)[CH2:7][CH2:6]1)=[O:4].[H][H]>[Pd].C(OCC)(=O)C>[F:41][C:2]([F:1])([F:40])[C:3]([N:5]1[CH2:10][CH2:9][CH:8]([C:11]2[S:15][C:14]([C:16]3[CH:17]=[CH:18][C:19]4[CH2:26][CH:25]5[C:27]6([CH2:31][N:30]([CH2:32][C:33]([F:36])([F:35])[F:34])[S:29](=[O:37])(=[O:38])[NH:28]6)[CH:22]([CH2:23][CH2:24]5)[CH2:21][C:20]=4[CH:39]=3)=[N:13][CH:12]=2)[CH2:7][CH2:6]1)=[O:4]. Reported procedure: A mixture of the tetrahydropyridine from Example 41 (0.018 g, 0.029 mmol), palladium on carbon (0.01 g) and ethyl acetate (2 mL) was stirred under 1 atmosphere of hydrogen for 16 hours. The catalyst was removed by filtration through a glass fibre pad and the solvent removed in vacuo to give the title compound (0.018 g, quant.). δ (1H, 400 MHz, CDCl3) 1.29-1.38 (2H, m), 1.68-1.82 (4H, m), 2.16-2.20 (2H, m), 2.46-2.49 (2H, m), 2.70-2.80 (2H, m), 2.92-2.98 (1H, m), 3.18-3.33 (4H, m), 3.44 (2H, s), ... Reactants: C1CCOC1, CCO, CNC(=O)N1CCN(Cc2ccccc2)CC1, CCO. The product is CNC(=O)N1CCNCC1. RXN SMILES: [CH2:24]1[O:25][CH2:26][CH2:27][CH2:28]1.[CH3:18][CH2:19][OH:20].[CH3:1][NH:2][C:3](=[O:4])[N:5]1[CH2:6][CH2:7][N:8]([CH2:11][c:12]2[cH:13][cH:14][cH:15][cH:16][cH:17]2)[CH2:9][CH2:10]1.[CH3:21][CH2:22][OH:23]>>[CH3:1][NH:2][C:3](=[O:4])[N:5]1[CH2:6][CH2:7][NH:8][CH2:9][CH2:10]1. Reactants: COC(C1=CC(=C(C=C1)[N+](=O)[O-])\C=C\N(C)C)=O (trans-3-(2-Dimethylamino-vinyl)-4-nitro-benzoic acid methyl ester), NaIO4, C1CCOC1.O (THF H2O). Reaction conditions: temperature 40 celsius. Product: COC(C1=CC(=C(C=C1)[N+](=O)[O-])C=O)=O (3-Formyl-4-nitro-benzoic acid methyl ester). RXN SMILES: [CH3:1][O:2][C:3](=[O:18])[C:4]1[CH:9]=[CH:8][C:7]([N+:10]([O-:12])=[O:11])=[C:6](/[CH:13]=C/N(C)C)[CH:5]=1.C1C[O:22]CC1.O>>[CH3:1][O:2][C:3](=[O:18])[C:4]1[CH:9]=[CH:8][C:7]([N+:10]([O-:12])=[O:11])=[C:6]([CH:13]=[O:22])[CH:5]=1 |f:1.2|. Procedure details: Compound 3 (11.81 g 47.2 mmol) and NaIO4 (30.3 g 141.6 mmol) was dissolved in 250 mL THF/H2O 1:1 at room temperature. The dark red solution was warmed to about 40° C. while heavy precipitation occurred and the color changed to light brown. After 1 h the precipitate was removed by filtration and washed with 200 mL ethyl acetate. The organic layer was washed three times with saturated NaHCO3, once with brine and dried with Na2SO4. The solution was evaporated to dryness and the resulting oil was pu... Reaction conditions: temperature 22 celsius, time 24 hour. Yield: 37.5%. Reaction SMILES: [CH3:1][C:2]1[S:3][C:4]([C:8]2[N:9]([CH3:14])[C:10]([SH:13])=[N:11][N:12]=2)=[C:5]([CH3:7])[N:6]=1.CO.C([O-])([O-])=O.[K+].[K+].Br[CH2:24][CH2:25][CH2:26][Cl:27]>C(OCC)(=O)C.CC(C)=O>[Cl:27][CH2:26][CH2:25][CH2:24][S:13][C:10]1[N:9]([CH3:14])[C:8]([C:4]2[S:3][C:2]([CH3:1])=[N:6][C:5]=2[CH3:7])=[N:12][N:11]=1 |f:2.3.4|. The reactants are BrCCCCl (1-bromo-3-chloropropane), CC=1SC(=C(N1)C)C=1N(C(=NN1)S)C (5-(2,4-dimethylthiazol-5-yl)-4-methyl-4H-1,2,4-triazole-3-thiol), CO (methanol), C(=O)([O-])[O-].[K+].[K+] (K2CO3). Reported procedure: 5-(2,4-dimethylthiazol-5-yl)-4-methyl-4H-1,2,4-triazole-3-thiol (Prep27, 5 g, 22 mmol) was added to a mixture of methanol (15 ml) and acetone (35 ml), followed by K2CO3 (5 g, 36 mmol) and 1-bromo-3-chloropropane (35 ml, 36 mmol). The suspension was stirred at 22° C. for 24 h. The volume of solvent was reduced, then ethyl acetate (63 ml) was added and the organic layer was washed with water, the EA was removed under vacuum and the crude purified by FC (EA/MeOH 15:1) to afford 2.5 g of pure produc... The product is ClCCCSC=1N(C(=NN1)C1=C(N=C(S1)C)C)C (5-(5-(3-chloropropylthio)-4-methyl-4H-1,2,4-triazol-3-yl)-2,4-dimethylthiazole). Run in C(C)(=O)OCC (ethyl acetate), CC(=O)C (acetone). Reactants: C(#N)C=1C(=NC=CN1)Cl (3-cyano-2-chloropyrazine), CN1CCNCC1 (N-methylpiperazine). Solvent: CO (methanol). Run at time 8 hour. Product: CN1CCN(CC1)C=1C(=NC=CN1)C#N (3-(4-Methyl-1-piperazinyl)-2-pyrazinecarbonitrile). Yield: 90.7%. RXN SMILES: [C:1]([C:3]1[C:4](Cl)=[N:5][CH:6]=[CH:7][N:8]=1)#[N:2].[CH3:10][N:11]1[CH2:16][CH2:15][NH:14][CH2:13][CH2:12]1>CO>[CH3:10][N:11]1[CH2:16][CH2:15][N:14]([C:4]2[C:3]([C:1]#[N:2])=[N:8][CH:7]=[CH:6][N:5]=2)[CH2:13][CH2:12]1. Procedure: To a solution of 3-cyano-2-chloropyrazine (0.45 g, 3.2 mmol) in methanol (10 mL) was added N-methylpiperazine (0.75 mL, 6.4 mmol) and the reaction was stirred at room temperature overnight. The solvent was removed in vacuo, then the residue was dissolved in ethyl acetate. The precipitate was filtered off and the filtrate was concentrated under reduce pressure. The residue was then purified by flash chromatography on silica gel (dichloromethane/methanol 95:5) to give the title compound as a yello... RXN SMILES: [CH3:1][O:2][C:3]1[CH:8]=[C:7]([CH3:9])[CH:6]=[CH:5][N:4]=1.[Li]CCCC.[CH2:15]=[O:16]>C1COCC1>[OH:16][CH2:15][CH2:9][C:7]1[CH:6]=[CH:5][N:4]=[C:3]([O:2][CH3:1])[CH:8]=1. Reported procedure: To a stirred solution of 2-methoxy-4-methylpyridine (6 g, 49 mmol) in anhydrous THF (200 mL) at −78° C. under nitrogen was added dropwise 29.4 mL (73.5 mmol) of n-BuLi (2.5 M solution in hexanes). The mixture was stirred at −78° C. for 1 h, and then warmed slowly to 0° C. and stirred at 0° C. for 30 min. The mixture was recooled to −78° C. and paraformaldehyde (10 g) was added in one portion. The mixture was warmed slowly to room temperature and stirred at room temperature for 8 h. The reaction ... Yields the product OCCC1=CC(=NC=C1)OC (4-(2-hydroxyethyl)-2-methoxypyridine). Starting materials: COC1=NC=CC(=C1)C (2-methoxy-4-methylpyridine), [Li]CCCC (n-BuLi), C=O (paraformaldehyde). Yield: 50.6%. Run in C1CCOC1 (THF). Run at temperature -78 celsius, time 1 hour.